From a dataset of the Open Reaction Database (ORD), a public repository of structured organic reaction records. describe an organic reaction: reactants, conditions, products, and yield Starting materials: NC1=CC=NC=C1 (4-aminopyridine), C(C)(C)(C)OC(=O)NC1=CC=NC=C1C(=O)O (4-tert-butoxycarbonylamino-nicotinic acid). The product is N1C(OC(C2=C1C=CN=C2)=O)=O (1H-pyrido[4,3-d][1,3]oxazine-2,4-dione). RXN SMILES: NC1C=CN=CC=1.C(O[C:13]([NH:15][C:16]1[C:21]([C:22]([OH:24])=[O:23])=[CH:20][N:19]=[CH:18][CH:17]=1)=[O:14])(C)(C)C>>[NH:15]1[C:16]2[CH:17]=[CH:18][N:19]=[CH:20][C:21]=2[C:22](=[O:23])[O:24][C:13]1=[O:14]. Procedure: The starting materials for this synthesis was 4-aminopyridine which was protected by boc group and converted to 4-tert-butoxycarbonylamino-nicotinic acid, depicted as formula 35 in Scheme 15, by ortholithiation followed by quenching with dry ice. This intermediate was reacted with trichloromethyl chloroformate to yield 1H-pyrido[4,3-d][1,3]oxazine-2,4-dione, depicted by formula 36 in Scheme 15, which was then converted to 4-chloro-2-oxo-1,2-dihydro-[1,6]-naphthyridine-3-carboxylic acid ethyl est... The reactants are C(C)(C)N(CC)C(C)C (diisopropylethylamine), FC=1C=C(C(=O)Cl)C=C(C1)F (3,5-difluorobenzoyl chloride), Cl.NCC1=C2C(N(C(C2=CC=C1)=O)C1C(NC(CC1)=O)=O)=O (4-aminomethyl-2-(2,6-dioxo-piperidin-3-yl)-isoindole-1,3-dione hydrochloride), C(Cl)Cl (CH2Cl2). Conditions: time 8 hour. The product is ClC=1C=C(C(=O)NCC2=C3C(N(C(C3=CC=C2)=O)C2C(NC(CC2)=O)=O)=O)C=C(C1)Cl (3,5-dichloro-N-[2-(2,6-dioxo-piperidin-3-yl)-1,3-dioxo-2,3-dihydro-1H-isoindol-4-ylmethyl]-benzamide). The yield is 76.0%. Reaction SMILES: [ClH:1].[NH2:2][CH2:3][C:4]1[CH:12]=[CH:11][CH:10]=[C:9]2[C:5]=1[C:6](=[O:22])[N:7]([CH:14]1[CH2:19][CH2:18][C:17](=[O:20])[NH:16][C:15]1=[O:21])[C:8]2=[O:13].C(N(C(C)C)CC)(C)C.F[C:33]1[CH:34]=[C:35]([CH:39]=C(F)[CH:41]=1)[C:36](Cl)=[O:37].[CH2:43]([Cl:45])Cl>>[Cl:1][C:33]1[CH:34]=[C:35]([CH:39]=[C:43]([Cl:45])[CH:41]=1)[C:36]([NH:2][CH2:3][C:4]1[CH:12]=[CH:11][CH:10]=[C:9]2[C:5]=1[C:6](=[O:22])[N:7]([CH:14]1[CH2:19][CH2:18][C:17](=[O:20])[NH:16][C:15]1=[O:21])[C:8]2=[O:13])=[O:37] |f:0.1|. Procedure: To a stirred suspension of 4-aminomethyl-2-(2,6-dioxo-piperidin-3-yl)-isoindole-1,3-dione hydrochloride (0.7 g, 2.16 mmol) in CH2Cl2 (60 ml), was added diisopropylethylamine (0.94 mL, 5.4 mmol) and 3,5-difluorobenzoyl chloride (0.59 g, 2.8 mmol). This mixture was stirred at room temperature overnight and a suspension was obtained. The reaction mixture was then quenched with MeOH (1 mL) and washed with H2O (40 mL), 1N HCl (40 mL) and brine (40 mL). The organic layer was dried over MgSO4 and conce...